From a dataset of the Open Reaction Database (ORD), a public repository of structured organic reaction records. describe an organic reaction: reactants, conditions, products, and yield Starting materials: COC(=O)c1ccc(CBr)c(OC)c1, CCOC(C)=O, C1CCOC1, O=C(CC1CCCC1)Nc1ccc2cccc(OS(=O)(=O)C(F)(F)F)c2c1, [Zn]. Yields the product COC(=O)c1ccc(Cc2cccc3ccc(NC(=O)CC4CCCC4)cc23)c(OC)c1. Reaction SMILES: [Br:1][CH2:2][c:3]1[c:4]([O:13][CH3:14])[cH:5][c:6]([C:7](=[O:8])[O:9][CH3:10])[cH:11][cH:12]1.[CH3:42][CH2:43][O:44][C:45](=[O:46])[CH3:47].[O:48]1[CH2:49][CH2:50][CH2:51][CH2:52]1.[S:15]([O:16][c:23]1[cH:24][cH:25][cH:26][c:27]2[cH:28][cH:29][c:30]([NH:33][C:34]([CH2:35][CH:36]3[CH2:37][CH2:38][CH2:39][CH2:40]3)=[O:41])[cH:31][c:32]12)([C:17]([F:18])([F:19])[F:20])(=[O:21])=[O:22].[Zn:53]>>[CH2:2]([c:3]1[c:4]([O:13][CH3:14])[cH:5][c:6]([C:7](=[O:8])[O:9][CH3:10])[cH:11][cH:12]1)[c:23]1[cH:24][cH:25][cH:26][c:27]2[cH:28][cH:29][c:30]([NH:33][C:34]([CH2:35][CH:36]3[CH2:37][CH2:38][CH2:39][CH2:40]3)=[O:41])[cH:31][c:32]12. Reactants: ClC1=CC=C2C(=C1)N(C([C@@]21N(C([C@H](C[C@@H]1C1=CC(=CC=C1)Cl)CC(=O)O)=O)CC1CC1)=O)COCC[Si](C)(C)C ((rac) 2-((2′S,3′R,5′R)-6-chloro-3′-(3-chlorophenyl)-1′-(cyclopropylmethyl)-2,6′-dioxo-1-((2-(trimethylsilyl)ethoxy)methyl)spiro[indoline-3,2′-piperidine]-5′-yl)acetic acid), C(=O)(C(F)(F)F)O (TFA). Solvent: C(Cl)Cl (DCM). Conditions: time 19 hour. The product is ClC1=CC=C2C(=C1)N(C([C@@]21N(C([C@H](C[C@@H]1C1=CC(=CC=C1)Cl)CC(=O)O)=O)CC1CC1)=O)CO ((rac) 2-((2′S,3′R,5′R)-6-chloro-3′-(3-chlorophenyl)-1′-(cyclopropylmethyl)-1-(hydroxymethyl)-2,6′-dioxospiro[indoline-3,2′-piperidine]-5′-yl)acetic acid). RXN SMILES: [Cl:1][C:2]1[CH:7]=[C:6]2[N:8]([CH2:33][O:34]CC[Si](C)(C)C)[C:9](=[O:32])[C@:10]3([C@@H:15]([C:16]4[CH:21]=[CH:20][CH:19]=[C:18]([Cl:22])[CH:17]=4)[CH2:14][C@H:13]([CH2:23][C:24]([OH:26])=[O:25])[C:12](=[O:27])[N:11]3[CH2:28][CH:29]3[CH2:31][CH2:30]3)[C:5]2=[CH:4][CH:3]=1.C(O)(C(F)(F)F)=O>C(Cl)Cl>[Cl:1][C:2]1[CH:7]=[C:6]2[N:8]([CH2:33][OH:34])[C:9](=[O:32])[C@:10]3([C@@H:15]([C:16]4[CH:21]=[CH:20][CH:19]=[C:18]([Cl:22])[CH:17]=4)[CH2:14][C@H:13]([CH2:23][C:24]([OH:26])=[O:25])[C:12](=[O:27])[N:11]3[CH2:28][CH:29]3[CH2:30][CH2:31]3)[C:5]2=[CH:4][CH:3]=1. Reported procedure: To a solution of (rac) 2-((2′S,3′R,5′R)-6-chloro-3′-(3-chlorophenyl)-1′-(cyclopropylmethyl)-2,6′-dioxo-1-((2-(trimethylsilyl)ethoxy)methyl)spiro[indoline-3,2′-piperidine]-5′-yl)acetic acid (Example 62, Step K) (47 mg, 0.078 mmol) in DCM (0.8 mL) at room temperature was added 0.2 mL TFA. The reaction mixture was stirred at room temperature for 19 h before concentrating under reduced pressure. The residue was purified by flash chromatography on silica gel (eluent: 50 to 100% EtOAc in hexanes) to g... The reactants are N#Cc1ncc(Br)cc1[N+](=O)[O-], Cc1nn(C)c(C)c1O, [H-], [Na+], CN(C)C=O, C1COCCO1, O. The product is Cc1nn(C)c(C)c1Oc1cc(Br)cnc1C#N. Reaction SMILES: [Br:23][c:24]1[cH:25][c:26]([N+:32]([O-:33])=[O:34])[c:27]([C:30]#[N:31])[n:28][cH:29]1.[CH3:1][n:2]1[n:3][c:4]([CH3:9])[c:5]([OH:8])[c:6]1[CH3:7].[H-:21].[Na+:22].[O:10]=[CH:11][N:12]([CH3:13])[CH3:14].[O:15]1[CH2:16][CH2:17][O:18][CH2:19][CH2:20]1.[OH2:35]>>[CH3:1][n:2]1[n:3][c:4]([CH3:9])[c:5]([O:8][c:26]2[cH:25][c:24]([Br:23])[cH:29][n:28][c:27]2[C:30]#[N:31])[c:6]1[CH3:7]. Starting materials: BrC1=CC2=C(N(C(N2)=O)C2CCN(CC2)C(=O)OC(C)(C)C)C=C1C (1,1-Dimethylethyl 4-(5-bromo-6-methyl-2-oxo-2,3-dihydro-1H-benzimidazol-1-yl)-1-piperidinecarboxylate), FC(C(=O)O)(F)F (trifluoroacetic acid). Solvent: ClCCl (dichloromethane). Conditions: time 1 hour. The product is BrC1=CC2=C(N(C(N2)=O)C2CCNCC2)C=C1C (5-Bromo-6-methyl-1-(4-piperidinyl)-1,3-dihydro-2H-benzimidazol-2-one). Isolated yield 87.9%. Reaction SMILES: [Br:1][C:2]1[C:24]([CH3:25])=[CH:23][C:5]2[N:6]([CH:10]3[CH2:15][CH2:14][N:13](C(OC(C)(C)C)=O)[CH2:12][CH2:11]3)[C:7](=[O:9])[NH:8][C:4]=2[CH:3]=1.FC(F)(F)C(O)=O>ClCCl>[Br:1][C:2]1[C:24]([CH3:25])=[CH:23][C:5]2[N:6]([CH:10]3[CH2:11][CH2:12][NH:13][CH2:14][CH2:15]3)[C:7](=[O:9])[NH:8][C:4]=2[CH:3]=1. Reported procedure: 1,1-Dimethylethyl 4-(5-bromo-6-methyl-2-oxo-2,3-dihydro-1H-benzimidazol-1-yl)-1-piperidinecarboxylate (D36) (1.32 mmol, 541 mg) was dissolved in dichloromethane (5 mL), trifluoroacetic acid (5 mL) added and the mixture stirred under argon at room temperature for 1 h. The reaction mixture was concentrated under reduced pressure, Na2CO3 (10% aqueous solution) added and the product extracted with ethyl acetate (×3). The organic layers were combined, dried (MgSO4) and the solvent removed under reduc... Starting materials: COCN1C(C)=C(C(=O)OCOC(=O)C(C)(C)C)C(c2ccccc2)C(C(=O)OCOC(=O)C(C)(C)C)=C1C, CC(C)OC(C)C, O. Product: COCN1C(C)=C(C(=O)O)C(c2ccccc2)C(C(=O)OCOC(=O)C(C)(C)C)=C1C. RXN SMILES: [CH3:8][C:9]1=[C:14]([C:15](=[O:16])[O:17][CH2:18][O:19][C:20]([C:21]([CH3:22])([CH3:23])[CH3:24])=[O:25])[CH:13]([c:26]2[cH:27][cH:28][cH:29][cH:30][cH:31]2)[C:12]([C:32](=[O:33])[O:34][CH2:35][O:36][C:37](=[O:38])[C:39]([CH3:40])([CH3:41])[CH3:42])=[C:11]([CH3:43])[N:10]1[CH2:44][O:45][CH3:46].[CH:1]([O:2][CH:3]([CH3:4])[CH3:5])([CH3:6])[CH3:7].[OH2:47]>>[CH3:8][C:9]1=[C:14]([C:15](=[O:16])[O:17][CH2:18][O:19][C:20]([C:21]([CH3:22])([CH3:23])[CH3:24])=[O:25])[CH:13]([c:26]2[cH:27][cH:28][cH:29][cH:30][cH:31]2)[C:12]([C:32](=[O:33])[OH:34])=[C:11]([CH3:43])[N:10]1[CH2:44][O:45][CH3:46]. Reactants: Cc1n[nH]c2nc(-c3ccncc3)nc(N)c12, BrCC1CCCC1, CN(C)C=O. Product: Cc1nn(CC2CCCC2)c2nc(-c3ccncc3)nc(N)c12. As a reaction SMILES: [CH3:1][c:2]1[n:3][nH:4][c:5]2[n:6][c:7](-[c:12]3[cH:13][cH:14][n:15][cH:16][cH:17]3)[n:8][c:9]([NH2:11])[c:10]12.[CH:18]1([CH2:23][Br:24])[CH2:19][CH2:20][CH2:21][CH2:22]1.[O:25]=[CH:26][N:27]([CH3:28])[CH3:29]>>[CH3:1][c:2]1[n:3][n:4]([CH2:23][CH:18]2[CH2:19][CH2:20][CH2:21][CH2:22]2)[c:5]2[n:6][c:7](-[c:12]3[cH:13][cH:14][n:15][cH:16][cH:17]3)[n:8][c:9]([NH2:11])[c:10]12.